Dataset: the Open Reaction Database (ORD), a public repository of structured organic reaction records. Task: describe an organic reaction: reactants, conditions, products, and yield Reactants: C(C1=CC=CC=C1)OC1=CC=C(C(CBr)=O)C=C1 (4-benzyloxyphenacylbromide), C(CC)C1=NC=CC=C1 (2-n-propylpyridine). Solvent: CC(=O)C (acetone). Yields the product [Br-].C(C1=CC=CC=C1)OC1=CC=C(C(C[N+]2=C(C=CC=C2)CCC)=O)C=C1 (1-(4-benzyloxyphenacyl)-2-n-propylpyridinium bromide). The yield is 79.7%. As a reaction SMILES: [CH2:1]([O:8][C:9]1[CH:18]=[CH:17][C:12]([C:13](=[O:16])[CH2:14][Br:15])=[CH:11][CH:10]=1)[C:2]1[CH:7]=[CH:6][CH:5]=[CH:4][CH:3]=1.[CH2:19]([C:22]1[CH:27]=[CH:26][CH:25]=[CH:24][N:23]=1)[CH2:20][CH3:21]>CC(C)=O>[Br-:15].[CH2:1]([O:8][C:9]1[CH:18]=[CH:17][C:12]([C:13](=[O:16])[CH2:14][N+:23]2[CH:24]=[CH:25][CH:26]=[CH:27][C:22]=2[CH2:19][CH2:20][CH3:21])=[CH:11][CH:10]=1)[C:2]1[CH:7]=[CH:6][CH:5]=[CH:4][CH:3]=1 |f:3.4|. Procedure details: A solution of 4-benzyloxyphenacylbromide (15.7 g, 51 mmol) and 2-n-propylpyridine (12 ml, 108 mmol) in 75 ml of dry acetone was heated to reflux for four days. The mixture was cooled and the precipitate was isolated and dried to afford 17.34 g of 1-(4-benzyloxyphenacyl)-2-n-propylpyridinium bromide. The quaternary salt (17.34 g) was suspended in 250 ml of water and sodium hydrogen carbonate (17.1 g) was added. The mixture was refluxed for three hours. The resulting precipitate was filtered off, ... Reaction conditions: temperature -78 celsius, time 15 minute. Procedure: 6.83 mmol of lithium diisopropylamide (2M in tetrahydrofuran) are added dropwise to a solution of 5.69 mmol of ethyl tetrahydropyranylacetate [103260-44-2] in 10 ml of tetrahydrofuran at −78° C. The mixture is stirred at −78° C. for 15 minutes and 7.39 mmol of dibromoethane are added. The reaction mixture is warmed to 0° C. over 15 minutes and then cooled again to −78° C. 6.83 mmol of lithium diisopropylamide (2M in tetrahydrofuran) are again added dropwise to the reaction mixture. It is warmed ... Product: O1CCC(CC1)C1(CC1)C(=O)OCC (Ethyl 1-(tetrahydropyran-4-yl)cyclopropanecarboxylate). RXN SMILES: [CH:1]([N-]C(C)C)(C)C.[Li+].O1CCC[CH2:11][CH:10]1[CH2:15][C:16]([O:18][CH2:19][CH3:20])=[O:17].BrC(Br)C.[O:25]1[CH2:29][CH2:28][CH2:27][CH2:26]1>>[O:25]1[CH2:29][CH2:28][CH:27]([C:15]2([C:16]([O:18][CH2:19][CH3:20])=[O:17])[CH2:10][CH2:11]2)[CH2:26][CH2:1]1 |f:0.1|. The reactants are C(C)(C)[N-]C(C)C.[Li+] (lithium diisopropylamide), C(C)(C)[N-]C(C)C.[Li+] (lithium diisopropylamide), O1C(CCCC1)CC(=O)OCC (ethyl tetrahydropyranylacetate), O1CCCC1 (tetrahydrofuran), BrC(C)Br (dibromoethane).